Dataset: the Open Reaction Database (ORD), a public repository of structured organic reaction records. Task: describe an organic reaction: reactants, conditions, products, and yield Isolated yield 28.2%. Yields the product C(#N)NC(CC(CCC=1C([C@@H]2CC[C@]3([C@@]4(CC[C@@]5([C@@H]([C@H]4CC[C@@H]3[C@]2(CC1)C)[C@@H](CC5)C(=C)C)NCCN5CCS(CC5)(=O)=O)C)C)(C)C)(C)C)=O (N-cyano-5-((1R,3aS,5aR,5bR,7aR,11aS,11bR,13aR,13bR)-3a-((2-(1,1-dioxidothiomorpholino)ethyl)amino)-5a,5b,8,8,11a-pentamethyl-1-(prop-1-en-2-yl)-2,3,3a,4,5,5a,5b,6,7,7a,8,11,11a,11b,12,13,13a,13b-octadecahydro-1H-cyclopenta[a]chrysen-9-yl)-3,3-dimethylpentanamide). Run at time 1 hour. Reactants: O=S1(CCN(CC1)CCN[C@]12[C@@H]([C@H]3CC[C@@H]4[C@]5(CC=C(C([C@@H]5CC[C@]4([C@@]3(CC1)C)C)(C)C)CCC(CC(=O)O)(C)C)C)[C@@H](CC2)C(=C)C)=O (5-((1R,3aS,5aR,5bR,7aR,11aS,11bR,13aR,13bR)-3a-((2-(1,1-dioxidothiomorpholino)ethyl)amino)-5a,5b,8,8,11a-pentamethyl-1-(prop-1-en-2-yl)-2,3,3a,4,5,5a,5b,6,7,7a,8,11,11a,11b,12,13,13a,13b-octadecahydro-1H-cyclopenta[a]chrysen-9-yl)-3,3-dimethylpentanoic acid), C(CCl)Cl (EDC), C=1C=CC2=C(C1)N=NN2O (HOBT), C(C)(C)N(C(C)C)CC (N,N-diisopropylethylamine), N#CN (cyanamide). As a reaction SMILES: [O:1]=[S:2]1(=[O:49])[CH2:7][CH2:6][N:5]([CH2:8][CH2:9][NH:10][C@:11]23[CH2:45][CH2:44][C@@H:43]([C:46]([CH3:48])=[CH2:47])[C@@H:12]2[C@@H:13]2[C@@:26]([CH3:29])([CH2:27][CH2:28]3)[C@@:25]3([CH3:30])[C@@H:16]([C@:17]4([CH3:42])[C@@H:22]([CH2:23][CH2:24]3)[C:21]([CH3:32])([CH3:31])[C:20]([CH2:33][CH2:34][C:35]([CH3:41])([CH3:40])[CH2:36][C:37](O)=[O:38])=[CH:19][CH2:18]4)[CH2:15][CH2:14]2)[CH2:4][CH2:3]1.C(Cl)CCl.C1C=CC2N(O)N=NC=2C=1.C(N(CC)C(C)C)(C)C.[N:73]#[C:74][NH2:75]>CN(C=O)C>[C:74]([NH:75][C:37](=[O:38])[CH2:36][C:35]([CH3:41])([CH3:40])[CH2:34][CH2:33][C:20]1[C:21]([CH3:32])([CH3:31])[C@H:22]2[C@:17]([CH3:42])([CH2:18][CH:19]=1)[C@@H:16]1[C@:25]([CH3:30])([C@@:26]3([CH3:29])[C@H:13]([CH2:14][CH2:15]1)[C@H:12]1[C@H:43]([C:46]([CH3:48])=[CH2:47])[CH2:44][CH2:45][C@:11]1([NH:10][CH2:9][CH2:8][N:5]1[CH2:4][CH2:3][S:2](=[O:49])(=[O:1])[CH2:7][CH2:6]1)[CH2:28][CH2:27]3)[CH2:24][CH2:23]2)#[N:73]. Procedure: A solution of 5-((1R,3aS,5aR,5bR,7aR,11aS,11bR,13aR,13bR)-3a-((2-(1,1-dioxidothiomorpholino)ethyl)amino)-5a,5b,8,8,11a-pentamethyl-1-(prop-1-en-2-yl)-2,3,3a,4,5,5a,5b,6,7,7a,8,11,11a,11b,12,13,13a,13b-octadecahydro-1H-cyclopenta[a]chrysen-9-yl)-3,3-dimethylpentanoic acid (30 mg, 0.043 mmol) in DMF (1 mL) was treated with EDC (11.7 mg, 0.061 mmol) and HOBT (8.2 mg, 0.053 mmol). The reaction mixture was stirred at rt for 1 h. N,N-diisopropylethylamine (0.013 mL, 0.073 mmol) was added to the reacti... The solvent is CN(C)C=O (DMF). Starting materials: C([O-])([O-])=O.[K+].[K+] (potassium carbonate), CI (CH3I), ClC1=CC=C(C(=O)N2C(=C(C3=CC(=CC=C23)OC)CC=2NN(C(C2)=O)C2CCCCC2)C)C=C1 (3-[1-(4-chlorobenzoyl)-5-methoxy-2-methyl-3-indolylmethyl]-1-cyclohexyl-5-pyrazolone). Run in CC(=O)C (acetone). Conditions: time 5 hour. Yields the product ClC1=CC=C(C(=O)N2C(=C(C3=CC(=CC=C23)OC)CC2=NN(C(C2(C)C)=O)C2CCCCC2)C)C=C1 (3-[1-(4-chlorobenzoyl)-5-methoxy-2-methyl-3-indolylmethyl]-1-cyclohexyl-4,4-dimethyl-5-pyrazolone). RXN SMILES: [Cl:1][C:2]1[CH:34]=[CH:33][C:5]([C:6]([N:8]2[C:16]3[C:11](=[CH:12][C:13]([O:17][CH3:18])=[CH:14][CH:15]=3)[C:10]([CH2:19][C:20]3[NH:21][N:22]([CH:26]4[CH2:31][CH2:30][CH2:29][CH2:28][CH2:27]4)[C:23](=O)[CH:24]=3)=[C:9]2[CH3:32])=[O:7])=[CH:4][CH:3]=1.[C:35](=[O:38])([O-])[O-].[K+].[K+].[CH3:41]I>CC(C)=O>[Cl:1][C:2]1[CH:34]=[CH:33][C:5]([C:6]([N:8]2[C:16]3[C:11](=[CH:12][C:13]([O:17][CH3:18])=[CH:14][CH:15]=3)[C:10]([CH2:19][C:20]3[C:24]([CH3:41])([CH3:23])[C:35](=[O:38])[N:22]([CH:26]4[CH2:27][CH2:28][CH2:29][CH2:30][CH2:31]4)[N:21]=3)=[C:9]2[CH3:32])=[O:7])=[CH:4][CH:3]=1 |f:1.2.3|. Procedure details: Pyrazolone from Example 9 (300 mg, 0.62 mmol) was dissolved in dry acetone (5 mL) to which was added anhydrous potassium carbonate (100 mg, 0.7 mmol) and CH3I (500 mg, 3 mmol). The reaction was stirred at room temperature for 5 hours under nitrogen. The reaction was filtered and solvent removed under reduce pressure. The residue was chromatographed on silica gel. The title compound elutes with 25% EtOAc/hexane. 1H-NMR (CDCl3) δ=7.67 (d, 2H, J=8.49 Hz), δ=7.49 (d, 2H, J=8.43 Hz), δ=6.93 (d, 1H, J...